Dataset: the Open Reaction Database (ORD), a public repository of structured organic reaction records. Task: describe an organic reaction: reactants, conditions, products, and yield The reactants are C(C)(C)(C)OC(N(CCCF)CC1=CC=C(C=C1)C1=C(C=C(C=C1)N1C(O[C@H](C1)CNC(C)=O)=O)F)=O ((5S)-{4′-[5-(acetylamino-methyl)-2-oxo-oxazolidin-3-yl]-2′-fluoro-biphenyl-4-ylmethyl}-(3-fluoro-propyl)-carbamic acid tert-butyl ester), Cl (hydrogen chloride). Solvent: O1CCOCC1 (1,4-dioxane). The product is Cl.FC1=C(C=CC(=C1)N1C(O[C@H](C1)CNC(C)=O)=O)C1=CC=C(C=C1)CNCCCF ((5S)—N-(3-{2-fluoro-4′-[(3-fluoro-propylamino)-methyl]-biphenyl-4-yl}-2-oxo-oxazolidin-5-ylmethyl)-acetamide mono hydrochloride salt). Reaction SMILES: C(OC(=O)[N:7]([CH2:12][C:13]1[CH:18]=[CH:17][C:16]([C:19]2[CH:24]=[CH:23][C:22]([N:25]3[CH2:29][C@H:28]([CH2:30][NH:31][C:32](=[O:34])[CH3:33])[O:27][C:26]3=[O:35])=[CH:21][C:20]=2[F:36])=[CH:15][CH:14]=1)[CH2:8][CH2:9][CH2:10][F:11])(C)(C)C.[ClH:38]>O1CCOCC1>[ClH:38].[F:36][C:20]1[CH:21]=[C:22]([N:25]2[CH2:29][C@H:28]([CH2:30][NH:31][C:32](=[O:34])[CH3:33])[O:27][C:26]2=[O:35])[CH:23]=[CH:24][C:19]=1[C:16]1[CH:17]=[CH:18][C:13]([CH2:12][NH:7][CH2:8][CH2:9][CH2:10][F:11])=[CH:14][CH:15]=1 |f:3.4|. Reported procedure: BOC-protected amine 121 was subsequently treated with 4 N hydrogen chloride in 1,4-dioxane as in Example 1 to afford compound 11. The product obtained from this process was identical by NMR and LCMS to the material obtained in Example 1. Starting materials: CS(=O)(=O)C1=C(C=CC=C1)C(CC#N)=O (3-(2-(methylsulfonyl)phenyl)-3-oxopropanenitrile), C[Si](C)(C)Cl (trimethyl silyl chloride), CO (methanol), O (Water). Conditions: temperature 70 celsius, time 8 hour. The product is CS(=O)(=O)C1=C(C=CC=C1)C(CC(=O)OC)=O (methyl 3-(2-(methylsulfonyl)phenyl)-3-oxopropanoate). As a reaction SMILES: [CH3:1][S:2]([C:5]1[CH:10]=[CH:9][CH:8]=[CH:7][C:6]=1[C:11](=[O:15])[CH2:12][C:13]#N)(=[O:4])=[O:3].C[Si](Cl)(C)C.[OH2:21].[CH3:22][OH:23]>>[CH3:1][S:2]([C:5]1[CH:10]=[CH:9][CH:8]=[CH:7][C:6]=1[C:11](=[O:15])[CH2:12][C:13]([O:23][CH3:22])=[O:21])(=[O:4])=[O:3]. Procedure: To a solution of 3-(2-(methylsulfonyl)phenyl)-3-oxopropanenitrile (4.5 g, 20.25 mmol) in methanol (100 mL) was added trimethyl silyl chloride (11 mL, 100.58 mmol) at 25° C. The reaction mixture was stirred for overnight at 70° C. Water was added to the reaction mixture at 25° C. and extracted with EtOAc. The reaction mixture was concentrated in vacuo and purified by column chromatography on silica gel using 0-30% EtOAc in hexane to give methyl 3-(2-(methylsulfonyl)phenyl)-3-oxopropanoate: 1H NMR... Reactants: C1(CCCCC1)CCCCCCCCNC1=CC=C(C(=O)NCC(=O)OCC)C=C1 (ethyl N-[4-(8-cyclohexyloctylamino)benzoyl]glycinate), [OH-].[Na+] (sodium hydroxide). Solvent: C(C)O (ethanol). The product is C1(CCCCC1)CCCCCCCCNC1=CC=C(C(=O)NCC(=O)O)C=C1 (N-[4-(8-cyclohexyloctylamino)benzoyl]glycine). As a reaction SMILES: [CH:1]1([CH2:7][CH2:8][CH2:9][CH2:10][CH2:11][CH2:12][CH2:13][CH2:14][NH:15][C:16]2[CH:30]=[CH:29][C:19]([C:20]([NH:22][CH2:23][C:24]([O:26]CC)=[O:25])=[O:21])=[CH:18][CH:17]=2)[CH2:6][CH2:5][CH2:4][CH2:3][CH2:2]1.[OH-].[Na+]>C(O)C>[CH:1]1([CH2:7][CH2:8][CH2:9][CH2:10][CH2:11][CH2:12][CH2:13][CH2:14][NH:15][C:16]2[CH:30]=[CH:29][C:19]([C:20]([NH:22][CH2:23][C:24]([OH:26])=[O:25])=[O:21])=[CH:18][CH:17]=2)[CH2:6][CH2:5][CH2:4][CH2:3][CH2:2]1 |f:1.2|. Reported procedure: A mixture of 26.4 g. of ethyl N-[4-(8-cyclohexyloctylamino)benzoyl]glycinate, 110 ml. of 1 N sodium hydroxide solution; and 100 ml. of ethanol is stirred at ambient temperature for 2 hours and then partially evaporated. The aqueous solution is washed with diethyl ether, acidified with 6 N hydrochloric acid, and filtered. The white solid is dried in vacuo and recrystallized from acetone to yield the product. The reactants are S(O)(O)(=O)=O (sulfuric acid), ClC=1C(=C(C=CC1)NC(C=NO)=O)C (N-(3-chloro-2-methylphenyl)-2-(hydroxyimino)acetamide), ice. Conditions: temperature 80 celsius, time 30 minute. Yields the product ClC1=CC=C2C(C(NC2=C1C)=O)=O (6-chloro-7-methyl-1H-indole-2,3-dione). The yield is 56.5%. Reaction SMILES: S(=O)(=O)(O)[OH:2].[Cl:6][C:7]1[C:8]([CH3:19])=[C:9]([NH:13][C:14](=[O:18])[CH:15]=NO)[CH:10]=[CH:11][CH:12]=1>>[Cl:6][C:7]1[C:8]([CH3:19])=[C:9]2[C:10]([C:15](=[O:2])[C:14](=[O:18])[NH:13]2)=[CH:11][CH:12]=1. Procedure details: To 2.5 g of concentrated sulfuric acid was added 2.5 g of N-(3-chloro-2-methylphenyl)-2-(hydroxyimino)acetamide at 50° C., and the mixture was stirred at 80° C. for 30 minutes. The reaction mixture was poured into 200 g of ice, and a deposited precipitate was collected by filtration to obtain 1.3 g of 6-chloro-7-methyl-1H-indole-2,3-dione of the formula: Reaction SMILES: [C:1]([CH3:2])(=[O:3])[NH:4][CH2:5][CH:6]1[CH2:7][CH2:8][CH:9]([C:12](=[O:13])[OH:14])[CH2:10][CH2:11]1.[S:15]([Cl:16])([Cl:17])=[O:18]>>[C:1]([CH3:2])(=[O:3])[NH:4][CH2:5][CH:6]1[CH2:7][CH2:8][CH:9]([C:12](=[O:14])[Cl:17])[CH2:10][CH2:11]1. The reactants are CC(=O)NCC1CCC(C(=O)O)CC1, O=S(Cl)Cl. Product: CC(=O)NCC1CCC(C(=O)Cl)CC1. The reactants are FC1=CC=C(C=C1)S(=O)(=O)N(C1CCC=2N(C3=CC=CC=C3C2)C1)C ((+/−) 4-fluoro-N-methyl-N-(6,7,8,9-tetrahydropyrido[1,2-a]indol-7-yl)benzenesulfonamide), O=P(Cl)(Cl)Cl (POCl3), CN(C)C=O (DMF), O (water). Reaction conditions: time 10 minute. Product: FC1=CC=C(C=C1)S(=O)(=O)N(C)C1CCC=2N(C3=CC=CC=C3C2C=O)C1 ((+/−) 4-fluoro-N-(10-formyl-6,7,8,9-tetrahydropyrido[1,2-a]indol-7-yl)-N-methylbenzenesulfonamide). As a reaction SMILES: [F:1][C:2]1[CH:7]=[CH:6][C:5]([S:8]([N:11]([CH3:25])[CH:12]2[CH2:24][N:16]3[C:17]4[C:22]([CH:23]=[C:15]3[CH2:14][CH2:13]2)=[CH:21][CH:20]=[CH:19][CH:18]=4)(=[O:10])=[O:9])=[CH:4][CH:3]=1.O=P(Cl)(Cl)Cl.O.CN([CH:35]=[O:36])C>>[F:1][C:2]1[CH:7]=[CH:6][C:5]([S:8]([N:11]([CH:12]2[CH2:24][N:16]3[C:17]4[C:22]([C:23]([CH:35]=[O:36])=[C:15]3[CH2:14][CH2:13]2)=[CH:21][CH:20]=[CH:19][CH:18]=4)[CH3:25])(=[O:9])=[O:10])=[CH:4][CH:3]=1. Procedure details: To a solution of the product from Step 9 of Example 1 (15 mg) in 2 mL of DMF was added 15 μL of POCl3. After stirring for 10 min, 2 mL of water was added and the reaction mixture was stirred for 24 h. The solid was collected by filtration to give the title compound (˜16 mg). 1H NMR (500 MHz, acetone-d6) δ 10.11 (s, 1H), 8.15 (m, 1H), 8.10 (m, 2H), 7.48 (t, 2H), 7.45 (m, 1H), 7.27 (m, 2H), 4.68 (m, 1H), 4.30 (m, 1H), 4.06 (t, 1H), 3.62-3.68 (m, 1H), 3.18-3.27 (m, 1H), 3.10 (s, 3H), 2.10 (m, 1H), ... Starting materials: O.[S-2].[Na+].[Na+] (sodium sulfide hydrate), S (hydrogen sulfide), ClC1C(OC2=C(N1)C=CC=C2)=O (3-chloro-4H-1,4-benzoxazin-2-one). Run in O (water), O1CCCC1 (tetrahydrofuran). The product is O1C(C(NC2=C1C=CC=C2)=S)=O (4H-1,4-benzoxazin-2-one-3-thione). As a reaction SMILES: O.[S-2:2].[Na+].[Na+].S.Cl[CH:7]1[NH:12][C:11]2[CH:13]=[CH:14][CH:15]=[CH:16][C:10]=2[O:9][C:8]1=[O:17]>O.O1CCCC1>[O:9]1[C:10]2[CH:16]=[CH:15][CH:14]=[CH:13][C:11]=2[NH:12][C:7](=[S:2])[C:8]1=[O:17] |f:0.1.2.3|. Procedure: A solution of 3.6 g of sodium sulfide hydrate in 15 ml of water saturated with hydrogen sulfide was added dropwise to a solution of 5.45 g of 3-chloro-4H-1,4-benzoxazin-2-one in 30 ml of tetrahydrofuran at -150° C. The mixture was stirred one hour to 0° C. The tetrahydrofuran was evaporated and the precipitated filtered and recrystallized from toluene to provide the solid product 4H-1,4-benzoxazin-2-one-3-thione, m.p. 215°-220° C.